Dataset: the Open Reaction Database (ORD), a public repository of structured organic reaction records. Task: describe an organic reaction: reactants, conditions, products, and yield The reactants are Cn1nc2c3oc(-c4ccccc4)c(-c4ccc(C5(NC(=O)OC(C)(C)C)CCC5)cc4)c(=O)c3ccn2c1=O, CO, Cl, O=C(O)C(F)(F)F, NC1(c2ccc(-c3c(-c4ccccc4)oc4ccc(F)cc4c3=O)cc2)CCC1, O. Product: Cl, Cn1nc2c3oc(-c4ccccc4)c(-c4ccc(C5(N)CCC5)cc4)c(=O)c3ccn2c1=O. RXN SMILES: [C:30]([O:31][C:32](=[O:33])[NH:36][C:37]1([c:41]2[cH:42][cH:43][c:44](-[c:47]3[c:48](=[O:68])[c:49]4[cH:50][cH:51][n:52]5[c:53]([c:54]4[o:55][c:56]3-[c:57]3[cH:58][cH:59][cH:60][cH:61][cH:62]3)[n:63][n:64]([CH3:67])[c:65]5=[O:66])[cH:45][cH:46]2)[CH2:38][CH2:39][CH2:40]1)([CH3:34])([CH3:35])[CH3:69].[CH3:78][OH:79].[ClH:77].[F:70][C:71]([F:72])([F:73])[C:74]([OH:75])=[O:76].[NH2:1][C:2]1([c:3]2[cH:4][cH:5][c:6](-[c:7]3[c:8](=[O:9])[c:10]4[c:11]([cH:12][cH:13][c:14]([F:15])[cH:16]4)[o:17][c:18]3-[c:19]3[cH:20][cH:21][cH:22][cH:23][cH:24]3)[cH:25][cH:26]2)[CH2:27][CH2:28][CH2:29]1.[OH2:80]>>[ClH:77].[NH2:36][C:37]1([c:41]2[cH:42][cH:43][c:44](-[c:47]3[c:48](=[O:68])[c:49]4[cH:50][cH:51][n:52]5[c:53]([c:54]4[o:55][c:56]3-[c:57]3[cH:58][cH:59][cH:60][cH:61][cH:62]3)[n:63][n:64]([CH3:67])[c:65]5=[O:66])[cH:45][cH:46]2)[CH2:38][CH2:39][CH2:40]1. Starting materials: COC(=O)Nc1ccc(Br)c(C)c1, CC#N, O=C1CCC(=O)N1I, O=S(=O)(O)C(F)(F)F. Product: COC(=O)Nc1cc(C)c(Br)cc1I. RXN SMILES: [CH3:1][O:2][C:3]([NH:4][c:5]1[cH:6][c:7]([CH3:12])[c:8]([Br:11])[cH:9][cH:10]1)=[O:13].[CH3:30][C:31]#[N:32].[I:14][N:15]1[C:16](=[O:17])[CH2:18][CH2:19][C:20]1=[O:21].[OH:22][S:23]([C:24]([F:25])([F:26])[F:27])(=[O:28])=[O:29]>>[CH3:1][O:2][C:3]([NH:4][c:5]1[cH:6][c:7]([CH3:12])[c:8]([Br:11])[cH:9][c:10]1[I:14])=[O:13]. The reactants are Cc1ccc(OS(=O)(=O)C(F)(F)F)c([N+](=O)[O-])c1, CC(=O)O, CCO, O, O=C(O)c1ccc(S)cc1. Product: Cc1ccc(Sc2ccc(C(=O)O)cc2)c([N+](=O)[O-])c1. Reaction SMILES: [CH3:1][c:2]1[cH:3][c:4]([N+:16](=[O:17])[O-:18])[c:5]([O:8][S:9]([C:10]([F:11])([F:12])[F:13])(=[O:14])=[O:15])[cH:6][cH:7]1.[CH3:30][C:31](=[O:32])[OH:33].[CH3:34][CH2:35][OH:36].[OH2:29].[SH:19][c:20]1[cH:21][cH:22][c:23]([C:24](=[O:25])[OH:26])[cH:27][cH:28]1>>[CH3:1][c:2]1[cH:3][c:4]([N+:16](=[O:17])[O-:18])[c:5]([S:19][c:20]2[cH:21][cH:22][c:23]([C:24](=[O:25])[OH:26])[cH:27][cH:28]2)[cH:6][cH:7]1. The reactants are Cc1ccc(Oc2ccc(C=O)cc2)cc1, CC(=O)[O-], CCO, CO, [Cl-], O=Cc1ccc(F)cc1, [Na+], O, [NH3+]O, Cc1ccc(O)cc1. Yields the product Cc1ccc(Oc2ccc(CN)cc2)cc1, Cl. As a reaction SMILES: [CH3:1][c:2]1[cH:3][cH:4][c:5]([O:6][c:7]2[cH:8][cH:9][c:10]([CH:11]=[O:12])[cH:13][cH:14]2)[cH:15][cH:16]1.[CH3:35][C:36](=[O:37])[O-:38].[CH3:42][CH2:43][OH:44].[CH3:46][OH:47].[Cl-:39].[F:17][c:18]1[cH:19][cH:20][c:21]([CH:22]=[O:23])[cH:24][cH:25]1.[Na+:34].[OH2:45].[OH:40][NH3+:41].[cH:26]1[c:27]([OH:28])[cH:29][cH:30][c:31]([CH3:32])[cH:33]1>>[CH3:1][c:2]1[cH:3][cH:4][c:5]([O:6][c:7]2[cH:8][cH:9][c:10]([CH2:11][NH2:41])[cH:13][cH:14]2)[cH:15][cH:16]1.[ClH:39].